Dataset: the Open Reaction Database (ORD), a public repository of structured organic reaction records. Task: describe an organic reaction: reactants, conditions, products, and yield The reactants are C, C=Cc1[nH]c2cccc3c2c1CC1C3CC(C(=O)OC)CN1CCC, CO, [Pd]. Yields the product CCCN1CC(C(=O)OC)CC2c3cccc4[nH]c(CC)c(c34)CC21. As a reaction SMILES: [C:28].[CH3:1][O:2][C:3](=[O:4])[CH:5]1[CH2:6][N:7]([CH2:23][CH2:24][CH3:25])[CH:8]2[CH2:9][c:10]3[c:11]([CH:21]=[CH2:22])[nH:12][c:13]4[cH:14][cH:15][cH:16][c:17]([c:20]34)[CH:18]2[CH2:19]1.[CH3:26][OH:27].[Pd:29]>>[CH3:1][O:2][C:3](=[O:4])[CH:5]1[CH2:6][N:7]([CH2:23][CH2:24][CH3:25])[CH:8]2[CH2:9][c:10]3[c:11]([CH2:21][CH3:22])[nH:12][c:13]4[cH:14][cH:15][cH:16][c:17]([c:20]34)[CH:18]2[CH2:19]1. The reactants are D4, FC1=C(C#N)C=C(C=C1)C=O (2-fluoro-5-formylbenzonitrile), FC(C1=NC=CC(=C1)O)(F)F (2-(trifluoromethyl)pyridine-4-ol). Product: C(=O)C=1C=CC(=C(C#N)C1)OC1=CC(=NC=C1)C(F)(F)F (5-formyl-2-((2-(trifluoromethyl)pyridin-4-yl)oxy)benzonitrile). As a reaction SMILES: F[C:2]1[CH:9]=[CH:8][C:7]([CH:10]=[O:11])=[CH:6][C:3]=1[C:4]#[N:5].[F:12][C:13]([F:22])([F:21])[C:14]1[CH:19]=[C:18]([OH:20])[CH:17]=[CH:16][N:15]=1>>[CH:10]([C:7]1[CH:8]=[CH:9][C:2]([O:20][C:18]2[CH:17]=[CH:16][N:15]=[C:14]([C:13]([F:22])([F:12])[F:21])[CH:19]=2)=[C:3]([CH:6]=1)[C:4]#[N:5])=[O:11]. Reported procedure: The title compound was prepared by a procedure similar to that described for D4 starting from 2-fluoro-5-formylbenzonitrile and 2-(trifluoromethyl)pyridine-4-ol. Procedure: Potassium carbonate (2.93 g, 21.3 mmol) was added to a mixture of pyrrolidine-3-carbonitrile hydrochloride (1.41 g, 10.6 mmol) and 4,5-dichloro-2-nitroaniline (2.00 g, 9.7 mmol) in DMF (8 mL). The reaction mixture was stirred at 120° C. overnight, diluted with EtOAc and washed with water and brine. The organic layer was dried over Na2SO4, concentrated and the crude was purified by chromatography to give the sub-title compound. RXN SMILES: C(=O)([O-])[O-].[K+].[K+].Cl.[NH:8]1[CH2:12][CH2:11][CH:10]([C:13]#[N:14])[CH2:9]1.[Cl:15][C:16]1[C:22](Cl)=[CH:21][C:19]([NH2:20])=[C:18]([N+:24]([O-:26])=[O:25])[CH:17]=1>CN(C=O)C.CCOC(C)=O>[NH2:20][C:19]1[C:18]([N+:24]([O-:26])=[O:25])=[CH:17][C:16]([Cl:15])=[C:22]([N:8]2[CH2:12][CH2:11][CH:10]([C:13]#[N:14])[CH2:9]2)[CH:21]=1 |f:0.1.2,3.4|. Reaction conditions: temperature 120 celsius, time 8 hour. The solvent is CN(C)C=O (DMF), CCOC(=O)C (EtOAc). Product: NC=1C(=CC(=C(C1)N1CC(CC1)C#N)Cl)[N+](=O)[O-] (1-(5-Amino-2-chloro-4-nitro-phenyl)-pyrrolidine-3-carbonitrile). The reactants are C([O-])([O-])=O.[K+].[K+] (Potassium carbonate), Cl.N1CC(CC1)C#N (pyrrolidine-3-carbonitrile hydrochloride), ClC1=CC(=C(N)C=C1Cl)[N+](=O)[O-] (4,5-dichloro-2-nitroaniline). Yields the product COc1cccc2c1C(=O)NS2(=O)=O. As a reaction SMILES: [NH2:1][C:2]1=[N:3][S:4](=[O:13])(=[O:14])[c:5]2[c:6]1[c:7]([O:11][CH3:12])[cH:8][cH:9][cH:10]2.[Na+:16].[OH-:15].[OH2:17]>>[C:2]1(=[O:15])[NH:3][S:4](=[O:13])(=[O:14])[c:5]2[c:6]1[c:7]([O:11][CH3:12])[cH:8][cH:9][cH:10]2. Starting materials: COc1cccc2c1C(N)=NS2(=O)=O, [Na+], [OH-], O. Starting materials: CCOC(C)=O, COc1ccc(NNC(N)=O)cc1, COc1ccc(C(=O)Cl)cc1, Cc1ccccc1, C1CCOC1, O, c1ccncc1. The product is COc1ccc(C(=O)N(NC(N)=O)c2ccc(OC)cc2)cc1. RXN SMILES: [C:36]([O:37][CH2:38][CH3:39])(=[O:40])[CH3:41].[CH3:1][O:2][c:3]1[cH:4][cH:5][c:6]([NH:9][NH:10][C:11](=[O:12])[NH2:13])[cH:7][cH:8]1.[CH3:20][O:21][c:22]1[cH:23][cH:24][c:25]([C:26](=[O:27])[Cl:28])[cH:29][cH:30]1.[CH3:42][c:43]1[cH:44][cH:45][cH:46][cH:47][cH:48]1.[O:31]1[CH2:32][CH2:33][CH2:34][CH2:35]1.[OH2:49].[cH:14]1[cH:15][cH:16][n:17][cH:18][cH:19]1>>[CH3:1][O:2][c:3]1[cH:4][cH:5][c:6]([N:9]([NH:10][C:11](=[O:12])[NH2:13])[C:26]([c:25]2[cH:24][cH:23][c:22]([O:21][CH3:20])[cH:30][cH:29]2)=[O:27])[cH:7][cH:8]1. Reactants: ClC1=CC(=C(N)C=C1)F (4-chloro-2-fluoroaniline), ClC(=O)OCC (ethyl chloroformate). Solvent: N1=CC=CC=C1 (pyridine). Run at time 15 minute. The product is ClC1=CC(=C(C=C1)NC(OCC)=O)F (ethyl N-(4-chloro-2-fluoro-phenyl)carbamate). Yield: 93.9%. Reaction SMILES: [Cl:1][C:2]1[CH:8]=[CH:7][C:5]([NH2:6])=[C:4]([F:9])[CH:3]=1.Cl[C:11]([O:13][CH2:14][CH3:15])=[O:12]>N1C=CC=CC=1>[Cl:1][C:2]1[CH:8]=[CH:7][C:5]([NH:6][C:11](=[O:12])[O:13][CH2:14][CH3:15])=[C:4]([F:9])[CH:3]=1. Procedure: A solution of 6.9 grams (47 mmole) of 4-chloro-2-fluoroaniline in 75 mL of pyridine was stirred and cooled in an ice bath. During 15 minutes, 5.4 grams (50 mmole) of ethyl chloroformate was added dropwise. Upon completion of the addition the reaction mixture was heated at 60°-70° C. for 1.5 hours, then concentrated under reduced pressure to a residue. The residue was stirred with 150 mL of aqueous 3N hydrochloric acid, and the resulting precipitate was collected by filtration. The precipitate wa... Procedure: Using similar reaction conditions as described in step-iii of example-1, tert-butyl 4-(5-(3-(1-(3-fluorobenzyl)-1H-pyrazol-4-yl)-1-tosyl-1H-pyrrolo[2,3-b]pyridin-5-yl)pyridin-2-yl)piperidine-1-carboxylate (step ii of example 102A) (126 mg, 0.178 mmol) was hydrolyzed by lithium hydroxide (75 mg, 1.78 mmol) in THF/methanol/water (20/10/5 ml) to yield 96 mg (98% yield) of the titled compound. MS: m/z=553.2 (M+1). The product is FC=1C=C(CN2N=CC(=C2)C2=CNC3=NC=C(C=C32)C=3C=CC(=NC3)C3CCN(CC3)C(=O)OC(C)(C)C)C=CC1 (tert-butyl 4-(5-(3-(1-(3-fluorobenzyl)-1H-pyrazol-4-yl)-1H-pyrrolo[2,3-b]pyridin-5-yl)pyridin-2-yl)piperidine-1-carboxylate). Isolated yield 97.6%. Solvent: C1CCOC1.CO.O (THF methanol water). Starting materials: Cl.FC=1C=C(CN2N=CC(=C2)C2=CN(C3=NC=C(C=C32)C3=CC=C(C=C3)C3CCNCC3)S(=O)(=O)C3=CC=C(C)C=C3)C=CC1 (3-(1-(3-fluorobenzyl)-1H-pyrazol-4-yl)-5-(4-(piperidin-4-yl)phenyl)-1-tosyl-1H-pyrrolo[2,3-b]pyridine hydrochloride), FC=1C=C(CN2N=CC(=C2)C2=CN(C3=NC=C(C=C32)C=3C=CC(=NC3)C3CCN(CC3)C(=O)OC(C)(C)C)S(=O)(=O)C3=CC=C(C)C=C3)C=CC1 (tert-butyl 4-(5-(3-(1-(3-fluorobenzyl)-1H-pyrazol-4-yl)-1-tosyl-1H-pyrrolo[2,3-b]pyridin-5-yl)pyridin-2-yl)piperidine-1-carboxylate), [OH-].[Li+] (lithium hydroxide). As a reaction SMILES: Cl.FC1C=C(C=CC=1)CN1C=C(C2C3C(=NC=C(C4C=CC(C5CCNCC5)=CC=4)C=3)N(S(C3C=CC(C)=CC=3)(=O)=O)C=2)C=N1.[F:46][C:47]1[CH:48]=[C:49]([CH:94]=[CH:95][CH:96]=1)[CH2:50][N:51]1[CH:55]=[C:54]([C:56]2[C:64]3[C:59](=[N:60][CH:61]=[C:62]([C:65]4[CH:66]=[CH:67][C:68]([CH:71]5[CH2:76][CH2:75][N:74]([C:77]([O:79][C:80]([CH3:83])([CH3:82])[CH3:81])=[O:78])[CH2:73][CH2:72]5)=[N:69][CH:70]=4)[CH:63]=3)[N:58](S(C3C=CC(C)=CC=3)(=O)=O)[CH:57]=2)[CH:53]=[N:52]1.[OH-].[Li+]>C1COCC1.CO.O>[F:46][C:47]1[CH:48]=[C:49]([CH:94]=[CH:95][CH:96]=1)[CH2:50][N:51]1[CH:55]=[C:54]([C:56]2[C:64]3[C:59](=[N:60][CH:61]=[C:62]([C:65]4[CH:66]=[CH:67][C:68]([CH:71]5[CH2:76][CH2:75][N:74]([C:77]([O:79][C:80]([CH3:82])([CH3:83])[CH3:81])=[O:78])[CH2:73][CH2:72]5)=[N:69][CH:70]=4)[CH:63]=3)[NH:58][CH:57]=2)[CH:53]=[N:52]1 |f:0.1,3.4,5.6.7|.